From a dataset of the Open Reaction Database (ORD), a public repository of structured organic reaction records. describe an organic reaction: reactants, conditions, products, and yield The reactants are CO, Cl, CCOC(=O)CCn1c(-c2ccc(Cl)cc2N)c(C2CCCCC2)c2ccc(C(=O)OC)cc21, [Na+], C1CCOC1, [OH-], O. The product is COC(=O)c1ccc2c(C3CCCCC3)c(-c3ccc(Cl)cc3N)n(CCC(=O)O)c2c1. RXN SMILES: [CH3:44][OH:45].[ClH:37].[NH2:1][c:2]1[c:3](-[c:9]2[n:10]([CH2:28][CH2:29][C:30](=[O:31])[O:32][CH2:33][CH3:34])[c:11]3[cH:12][c:13]([C:24](=[O:25])[O:26][CH3:27])[cH:14][cH:15][c:16]3[c:17]2[CH:18]2[CH2:19][CH2:20][CH2:21][CH2:22][CH2:23]2)[cH:4][cH:5][c:6]([Cl:8])[cH:7]1.[Na+:36].[O:39]1[CH2:40][CH2:41][CH2:42][CH2:43]1.[OH-:35].[OH2:38]>>[NH2:1][c:2]1[c:3](-[c:9]2[n:10]([CH2:28][CH2:29][C:30](=[O:31])[OH:32])[c:11]3[cH:12][c:13]([C:24](=[O:25])[O:26][CH3:27])[cH:14][cH:15][c:16]3[c:17]2[CH:18]2[CH2:19][CH2:20][CH2:21][CH2:22][CH2:23]2)[cH:4][cH:5][c:6]([Cl:8])[cH:7]1.